Dataset: the Open Reaction Database (ORD), a public repository of structured organic reaction records. Task: describe an organic reaction: reactants, conditions, products, and yield Starting materials: COC=1C=C(C(=O)N2CC(CC2)(CCOS(=O)(=O)C)C2=CC=CC=C2)C=C(C1OC)OC (1-(3,4,5-trimethoxybenzoyl)-3-phenyl-3-(2-methanesulfonyloxyethyl)pyrrolidine), C(C)(C)N(C(C)C)CC (N,N-diisopropylethylamine), Cl.OCCN1C(=NC2=C1C=CC=C2)N2CCNCCC2 (4-(1-(2-hydroxyethyl)-1H-benzimidazol-2-yl)[1,4]diazepane hydrochloric acid salt), [I-].[K+] (potassium iodide). The solvent is C(C)#N (acetonitrile), C(C)(=O)OCC (ethyl acetate), CO.C(C)(=O)OCC (methanol ethyl acetate). Run at time 18 hour. Yields the product COC=1C=C(C(=O)N2CC(CC2)(C2=CC=CC=C2)CCN2CCN(CCC2)C2=NC3=C(N2CCO)C=CC=C3)C=C(C1OC)OC ((+)-1-(3,4,5-Trimethoxybenzoyl)-3-(2-(4-(1-(2-hydroxyethyl)-1H-benzimidazol-2-yl)[1,4]diazepan-1-yl)ethyl)-3-phenylpyrrolidine). As a reaction SMILES: [CH3:1][O:2][C:3]1[CH:4]=[C:5]([CH:26]=[C:27]([O:31][CH3:32])[C:28]=1[O:29][CH3:30])[C:6]([N:8]1[CH2:12][CH2:11][C:10]([C:20]2[CH:25]=[CH:24][CH:23]=[CH:22][CH:21]=2)([CH2:13][CH2:14]OS(C)(=O)=O)[CH2:9]1)=[O:7].Cl.[OH:34][CH2:35][CH2:36][N:37]1[C:41]2[CH:42]=[CH:43][CH:44]=[CH:45][C:40]=2[N:39]=[C:38]1[N:46]1[CH2:52][CH2:51][CH2:50][NH:49][CH2:48][CH2:47]1.[I-].[K+].C(N(CC)C(C)C)(C)C>C(#N)C.CO.C(OCC)(=O)C.C(OCC)(=O)C>[CH3:32][O:31][C:27]1[CH:26]=[C:5]([CH:4]=[C:3]([O:2][CH3:1])[C:28]=1[O:29][CH3:30])[C:6]([N:8]1[CH2:12][CH2:11][C:10]([CH2:13][CH2:14][N:49]2[CH2:50][CH2:51][CH2:52][N:46]([C:38]3[N:37]([CH2:36][CH2:35][OH:34])[C:41]4[CH:42]=[CH:43][CH:44]=[CH:45][C:40]=4[N:39]=3)[CH2:47][CH2:48]2)([C:20]2[CH:25]=[CH:24][CH:23]=[CH:22][CH:21]=2)[CH2:9]1)=[O:7] |f:1.2,3.4,7.8|. Procedure details: Combine 1-(3,4,5-trimethoxybenzoyl)-3-phenyl-3-(2-methanesulfonyloxyethyl)pyrrolidine (prepared from (−)-3-phenyl-3-(2-hydroxyethyl)pyrrolidine(R,R)-di-p-anisoyltartaric acid salt) (0.3 g, 1.2 mmol), 4-(1-(2-hydroxyethyl)-1H-benzimidazol-2-yl)[1,4]diazepane hydrochloric acid salt (0.52 g, 1.12 mmol), potassium iodide (0.2 g), and N,N-diisopropylethylamine (0.4 g, 4 mmol) in acetonitrile (20 mL). Heat to reflux. After 18 hours, cool and dilute the reaction mixture ethyl acetate. Extract three tim...